From a dataset of the Open Reaction Database (ORD), a public repository of structured organic reaction records. describe an organic reaction: reactants, conditions, products, and yield Reactants: O=C([O-])[O-], C1CCOC1, COCC1c2cccc(C)c2CCN1S(=O)c1ccc(C)cc1, CCO, Cl, [Na+], [Na+], O. As a reaction SMILES: [C:26](=[O:27])([O-:28])[O-:29].[CH2:35]1[O:36][CH2:37][CH2:38][CH2:39]1.[CH3:1][O:2][CH2:3][CH:4]1[N:5]([S:15]([c:16]2[cH:17][cH:18][c:19]([CH3:20])[cH:21][cH:22]2)=[O:23])[CH2:6][CH2:7][c:8]2[c:9]([CH3:14])[cH:10][cH:11][cH:12][c:13]21.[CH3:32][CH2:33][OH:34].[ClH:24].[Na+:30].[Na+:31].[OH2:25]>>[CH3:1][O:2][CH2:3][CH:4]1[NH:5][CH2:6][CH2:7][c:8]2[c:9]([CH3:14])[cH:10][cH:11][cH:12][c:13]21. The product is COCC1NCCc2c(C)cccc21.